Dataset: the Open Reaction Database (ORD), a public repository of structured organic reaction records. Task: describe an organic reaction: reactants, conditions, products, and yield Reactants: O (water), CC=1OC2=C(C1C)C=CC(=C2)C2CC(=O)OC(C2)=O (3-(2,3-dimethyl-6-benzofuranyl)-glutaric anhydride), solution, CN (methylamine), ice water. The solvent is C1(=CC=CC=C1)C (toluene), C1(=CC=CC=C1)C (toluene), C(C)(=O)O (acetic acid). The product is CN1C(CC(CC1=O)C1=CC2=C(C(=C(O2)C)C)C=C1)=O (N-Methyl-3-(2,3-dimethyl-6-benzofuranyl)-glutarimide). Reaction SMILES: [CH3:1][C:2]1[O:3][C:4]2[CH:11]=[C:10]([CH:12]3[CH2:18][C:17](=[O:19])O[C:14](=[O:15])[CH2:13]3)[CH:9]=[CH:8][C:5]=2[C:6]=1[CH3:7].[CH3:20][NH2:21].O>C1(C)C=CC=CC=1.C(O)(=O)C>[CH3:20][N:21]1[C:17](=[O:19])[CH2:18][CH:12]([C:10]2[CH:9]=[CH:8][C:5]3[C:6]([CH3:7])=[C:2]([CH3:1])[O:3][C:4]=3[CH:11]=2)[CH2:13][C:14]1=[O:15]. Reported procedure: 3.87 g (0.015 mol) of 3-(2,3-dimethyl-6-benzofuranyl)-glutaric anhydride [c.f. Example (4a) to (e)] are dissolved in 12.5 ml of toluene and 12.5 ml of glacial acetic acid. 10 ml of a 1.88 molar solution of methylamine in toluene are added to this solution at room temperature and the reaction mixture is heated to the boiling point for 61/2 hours, using a water separator. The cooled reaction mixture is poured onto an ice-water mixture and extracted with ether and the organic phase is washed with s... Starting materials: C(C1=CC=CC=C1)=O (benzaldehyde), C(#N)[BH3-].[Na+] (sodium cyanoborohydride), FC(C(=O)O)(F)F (Trifluoroacetic acid), C(C)OC(=O)C1=C(CC2N(CCC3=CC(=C(C=C23)OC)OC)C1)N (2-amino-9,10-dimethoxy-1,6,7,11b-tetrahydro-4H-pyrido[2,1-a]isoquinoline-3-carboxylic acid ethyl ester), [BH4-].[Na+] (sodium borohydride). Run in C(C)(=O)O (acetic acid), O1CCCC1 (tetrahydrofuran). Conditions: time 40 minute. Yields the product C(C)OC(=O)C1C(CC2N(CCC3=CC(=C(C=C23)OC)OC)C1)NCC1=CC=CC=C1 ((RS,RS,RS)-2-Benzylamino-9,10-dimethoxy-1,3,4,6,7,11b-hexahydro-2H-pyrido[2,1-a]isoquinoline-3-carboxylic acid ethyl ester). Yield: 51.3%. As a reaction SMILES: FC(F)(F)C(O)=O.[CH2:8]([O:10][C:11]([C:13]1[CH2:30][N:17]2[CH2:18][CH2:19][C:20]3[C:25]([CH:16]2[CH2:15][C:14]=1[NH2:31])=[CH:24][C:23]([O:26][CH3:27])=[C:22]([O:28][CH3:29])[CH:21]=3)=[O:12])[CH3:9].[BH4-].[Na+].[CH:34](=O)[C:35]1[CH:40]=[CH:39][CH:38]=[CH:37][CH:36]=1.C([BH3-])#N.[Na+]>O1CCCC1.C(O)(=O)C>[CH2:8]([O:10][C:11]([CH:13]1[CH2:30][N:17]2[CH2:18][CH2:19][C:20]3[C:25]([CH:16]2[CH2:15][CH:14]1[NH:31][CH2:34][C:35]1[CH:40]=[CH:39][CH:38]=[CH:37][CH:36]=1)=[CH:24][C:23]([O:26][CH3:27])=[C:22]([O:28][CH3:29])[CH:21]=3)=[O:12])[CH3:9] |f:2.3,5.6|. Procedure details: Trifluoroacetic acid (20 mL) was added at 0° C. to a solution of 2-amino-9,10-dimethoxy-1,6,7,11b-tetrahydro-4H-pyrido[2,1-a]isoquinoline-3-carboxylic acid ethyl ester (Example 1a; 2.00 g, 6.02 mmol) in tetrahydrofuran (20 mL), then after 30 min the homogeneous solution was treated with sodium borohydride (474 mg, 12.0 mmol) and stirred for another 40 min. The reaction mixture was concentrated in vacuo and the residue partitioned between 2 M aq. sodium hydroxide solution and dichloromethane. The... The reactants are C(C1=CC=CC=C1)OC[C@@H](C(=O)N[C@H](C(=O)OC)CC1=CC=C(C=C1)OC)NC(=O)OC(C)(C)C ((S)-methyl 2-((S)-3-(benzyloxy)-2-((tert-butoxycarbonyl)amino) propanamido)-3-(4-methoxyphenyl)propanoate), [OH-].[Li+] (lithium hydroxide), solution, CO (methanol). Solvent: C(C)(=O)OCC (ethyl acetate), O (water). Run at time 5 hour. Product: C(C1=CC=CC=C1)OC[C@@H](C(=O)N[C@H](C(=O)O)CC1=CC=C(C=C1)OC)NC(=O)OC(C)(C)C ((S)-2-((S)-3-(benzyloxy)-2-((tert-butoxycarbonyl)amino)propanamido)-3-(4-methoxyphenyl)propanoic acid). Reaction SMILES: [CH2:1]([O:8][CH2:9][C@H:10]([NH:28][C:29]([O:31][C:32]([CH3:35])([CH3:34])[CH3:33])=[O:30])[C:11]([NH:13][C@@H:14]([CH2:19][C:20]1[CH:25]=[CH:24][C:23]([O:26][CH3:27])=[CH:22][CH:21]=1)[C:15]([O:17]C)=[O:16])=[O:12])[C:2]1[CH:7]=[CH:6][CH:5]=[CH:4][CH:3]=1.[OH-].[Li+].CO>C(OCC)(=O)C.O>[CH2:1]([O:8][CH2:9][C@H:10]([NH:28][C:29]([O:31][C:32]([CH3:35])([CH3:34])[CH3:33])=[O:30])[C:11]([NH:13][C@@H:14]([CH2:19][C:20]1[CH:21]=[CH:22][C:23]([O:26][CH3:27])=[CH:24][CH:25]=1)[C:15]([OH:17])=[O:16])=[O:12])[C:2]1[CH:3]=[CH:4][CH:5]=[CH:6][CH:7]=1 |f:1.2|. Procedure: To crude (S)-methyl 2-((S)-3-(benzyloxy)-2-((tert-butoxycarbonyl)amino) propanamido)-3-(4-methoxyphenyl)propanoate (3.39 mmol assumed) was added aqueous lithium hydroxide (5 mL of a 2 N solution) and methanol (5 mL). The reaction mixture was stirred for 5 h then diluted with ethyl acetate and water, washed with ethyl acetate (1×), acidified with citric acid, extracted with DCM, washed with brine, dried with sodium sulfate, filtered, and concentrated to provide (S)-2-((S)-3-(benzyloxy)-2-((tert-b... RXN SMILES: [CH2:1]([c:2]1[cH:3][cH:4][cH:5][cH:6][cH:7]1)[O:8][CH2:9][CH:10]([CH2:11][N:12]1[C:13](=[O:22])[c:14]2[c:15]([cH:18][cH:19][cH:20][cH:21]2)[C:16]1=[O:17])[N:23]=[N+:24]=[N-:25].[CH3:34][C:35](=[O:36])[OH:37].[OH2:26].[SH2:33].[n:27]1[cH:28][cH:29][cH:30][cH:31][cH:32]1>>[CH2:1]([c:2]1[cH:3][cH:4][cH:5][cH:6][cH:7]1)[O:8][CH2:9][CH:10]([CH2:11][N:12]1[C:13](=[O:22])[c:14]2[c:15]([cH:18][cH:19][cH:20][cH:21]2)[C:16]1=[O:17])[NH2:23]. The product is NC(COCc1ccccc1)CN1C(=O)c2ccccc2C1=O. Reactants: [N-]=[N+]=NC(COCc1ccccc1)CN1C(=O)c2ccccc2C1=O, CC(=O)O, O, S, c1ccncc1. Reactants: C(C)(=O)C1=CC=CC=C1 (acetophenone), ClC1=CC=C(N)C=C1 (p-chloroaniline). The solvent is O (water). The product is ClC1=CC=C(N=C(C2=CC=CC=C2)C)C=C1 (p-chloro-N-(α-methyl benzylidene) aniline). RXN SMILES: [C:1]([C:4]1[CH:9]=[CH:8][CH:7]=[CH:6][CH:5]=1)(=O)[CH3:2].[Cl:10][C:11]1[CH:17]=[CH:16][C:14]([NH2:15])=[CH:13][CH:12]=1>O>[Cl:10][C:11]1[CH:17]=[CH:16][C:14]([N:15]=[C:1]([CH3:2])[C:4]2[CH:9]=[CH:8][CH:7]=[CH:6][CH:5]=2)=[CH:13][CH:12]=1. Procedure: A solution of acetophenone (132 ml), p-chloroaniline (128 g) benzene (150 ml) was refluxed in the presence of molecular sieve (40 g) with continuous removal of water. The crude product was crystallized from ethanol to give p-chloro-N-(α-methyl benzylidene) aniline (XVII). It was then hydrogenated using 5% Pd/C as the catalyst and 95% ethanol as the solvent. The crude product was crystallized from ethanol and pet. ether to give p-chloro-N-(α-methyl benzyl) aniline (XVIII). XVIII had a melting poi... Reactants: COC1=CC=C(C(=O)N[C@@H](CC2=CC=CC=C2)C(=O)N[C@@H](CC2=CC=C(C=C2)O)C(=O)O)C=C1 (N-(4-methoxybenzoyl)-phenylalanyltyrosine), C(C)O (ethanol), O (water), [OH-].[Na+] (sodium hydroxide). The product is COC1=CC=C(C(=O)N[C@@H](CC2=CC=CC=C2)C(=O)N[C@@H](CC2=CC=C(C=C2)O)C(=O)[O-])C=C1.[Na+] (Sodium N-(4-methoxybenzoyl)-phenylalanyltyrosinate). Reaction SMILES: [CH3:1][O:2][C:3]1[CH:34]=[CH:33][C:6]([C:7]([NH:9][C@H:10]([C:18]([NH:20][C@H:21]([C:30]([OH:32])=[O:31])[CH2:22][C:23]2[CH:28]=[CH:27][C:26]([OH:29])=[CH:25][CH:24]=2)=[O:19])[CH2:11][C:12]2[CH:17]=[CH:16][CH:15]=[CH:14][CH:13]=2)=[O:8])=[CH:5][CH:4]=1.C(O)C.O.[OH-].[Na+:40]>>[CH3:1][O:2][C:3]1[CH:4]=[CH:5][C:6]([C:7]([NH:9][C@H:10]([C:18]([NH:20][C@H:21]([C:30]([O-:32])=[O:31])[CH2:22][C:23]2[CH:24]=[CH:25][C:26]([OH:29])=[CH:27][CH:28]=2)=[O:19])[CH2:11][C:12]2[CH:13]=[CH:14][CH:15]=[CH:16][CH:17]=2)=[O:8])=[CH:33][CH:34]=1.[Na+:40] |f:3.4,5.6|. Reported procedure: To a solution of 0.9 g of N-(4-methoxybenzoyl)-phenylalanyltyrosine and 10 ml of ethanol, 10 ml of water was added. The mixture was adjusted to a pH of 8 with IN sodium hydroxide and concentrated to dryness. Sodium N-(4-methoxybenzoyl)-phenylalanyltyrosinate in the form of a powder was obtained. The reactants are ClC1=CC(=C(N)C=C1)C#CC1=C(C=CC=C1)C(F)(F)F (4-chloro-2-((2-(trifluoromethyl)phenyl)ethynyl)aniline), C(C)OC(CC(=O)Cl)=O (chlorocarbonyl-acetic acid ethyl ester), solid. Yields the product C(C)OC(CC(=O)NC1=C(C=C(C=C1)Cl)C#CC1=C(C=CC=C1)C(F)(F)F)=O (N-[4-Chloro-2-(2-trifluoromethyl-phenylethynyl)-phenyl]-malonamic acid ethyl ester). Reaction SMILES: [Cl:1][C:2]1[CH:8]=[CH:7][C:5]([NH2:6])=[C:4]([C:9]#[C:10][C:11]2[CH:16]=[CH:15][CH:14]=[CH:13][C:12]=2[C:17]([F:20])([F:19])[F:18])[CH:3]=1.[CH2:21]([O:23][C:24](=[O:29])[CH2:25][C:26](Cl)=[O:27])[CH3:22]>>[CH2:21]([O:23][C:24](=[O:29])[CH2:25][C:26]([NH:6][C:5]1[CH:7]=[CH:8][C:2]([Cl:1])=[CH:3][C:4]=1[C:9]#[C:10][C:11]1[CH:16]=[CH:15][CH:14]=[CH:13][C:12]=1[C:17]([F:18])([F:19])[F:20])=[O:27])[CH3:22]. Procedure details: The title compound was prepared in analogy to example 29 step A from 4-chloro-2-((2-(trifluoromethyl)phenyl)ethynyl)aniline (200 mg, 0.68 mmol) and chlorocarbonyl-acetic acid ethyl ester (128 μl, 1.01 mmol). Off white solid (213 mg, 77%). MS (ESI): 410 (M+H)+. Starting materials: C(C)OC(=O)NC1=C(C#N)C=CC(=C1)C (2-(Ethoxycarbonylamino)-4-methylbenzonitrile), BrCC(=O)C1=CC=CC=C1 (2-bromoacetophenone). Run in C(C)(=O)OCC (ethyl acetate), hexanes. Yields the product NC1=C(N(C2=CC(=CC=C12)C)C(=O)OCC)C(C1=CC=CC=C1)=O (3-Amino-2-benzoyl-1-(ethoxycarbonyl)-6-methylindole). As a reaction SMILES: [CH2:1]([O:3][C:4]([NH:6][C:7]1[CH:14]=[C:13]([CH3:15])[CH:12]=[CH:11][C:8]=1[C:9]#[N:10])=[O:5])[CH3:2].Br[CH2:17][C:18]([C:20]1[CH:25]=[CH:24][CH:23]=[CH:22][CH:21]=1)=[O:19]>C(OCC)(=O)C>[NH2:10][C:9]1[C:8]2[C:7](=[CH:14][C:13]([CH3:15])=[CH:12][CH:11]=2)[N:6]([C:4]([O:3][CH2:1][CH3:2])=[O:5])[C:17]=1[C:18](=[O:19])[C:20]1[CH:25]=[CH:24][CH:23]=[CH:22][CH:21]=1. Procedure: The title compound was prepared according to the procedure described in step 2 of Example 1 from 2-(ethoxycarbonylamino)-4-methylbenzonitrile (step 1) and 2-bromoacetophenone. tlc: Rf=0.6 (25% ethyl acetate in hexanes)